This data is from the Open Reaction Database (ORD), a public repository of structured organic reaction records. The task is: describe an organic reaction: reactants, conditions, products, and yield The reactants are FC=1C=C(C[C@H]2N(CC[C@@H](C2)C2=CC(NO2)=O)C(=O)OC)C=C(C1)F ((2S,4S)-Methyl 2-(3,5-difluorobenzyl)-4-(3-oxo-2,3-dihydroisoxazol-5-yl)piperidine-1-carboxylate), Br (hydrogen bromide). Reaction conditions: time 8 hour. Yields the product FC=1C=C(C[C@H]2NCC[C@@H](C2)C2=CC(NO2)=O)C=C(C1)F (5-((2S,4S)-2-(3,5-difluorobenzyl)piperidin-4-yl)isoxazol-3(2H)-one). Isolated yield 16.3%. As a reaction SMILES: [F:1][C:2]1[CH:3]=[C:4]([CH:22]=[C:23]([F:25])[CH:24]=1)[CH2:5][C@@H:6]1[CH2:11][C@@H:10]([C:12]2[O:16][NH:15][C:14](=[O:17])[CH:13]=2)[CH2:9][CH2:8][N:7]1C(OC)=O.Br>>[F:25][C:23]1[CH:22]=[C:4]([CH:3]=[C:2]([F:1])[CH:24]=1)[CH2:5][C@@H:6]1[CH2:11][C@@H:10]([C:12]2[O:16][NH:15][C:14](=[O:17])[CH:13]=2)[CH2:9][CH2:8][NH:7]1. Procedure details: (2S,4S)-Methyl 2-(3,5-difluorobenzyl)-4-(3-oxo-2,3-dihydroisoxazol-5-yl)piperidine-1-carboxylate (0.249 g, 0.71 mmol) was dissolved in hydrogen bromide (33% in acetic acid, 5.57 mL, 31.80 mmol) and the mixture was stirred at room temperature overnight. The solvent was evaporated and the residue purified by preparative HPLC (Instrument: FractionLynx II, Mobilphase: gradient 5-95% MeCN in 0.2% NH3, pH 10, Column: Xbridge Prep C18 5 μm OBD 19*150 mm) to yield 5-((2S,4S)-2-(3,5-difluorobenzyl)piperi... Starting materials: C(C1=CC=CC=C1)N(C(=O)C1CCN(CC1)C(=O)OC(C)(C)C)CC1=CC=CC=C1 (tert-butyl 4-[(dibenzylamino)carbonyl]piperidine-1-carboxylate), O1CCOCC1.Cl (HCl dioxane). The solvent is CO (methanol). Run at time 6 hour. Yields the product C(C1=CC=CC=C1)N(C(=O)C1CCNCC1)CC1=CC=CC=C1 (N,N-dibenzylpiperidine-4-carboxamide). Yield: 97.3%. As a reaction SMILES: [CH2:1]([N:8]([CH2:24][C:25]1[CH:30]=[CH:29][CH:28]=[CH:27][CH:26]=1)[C:9]([CH:11]1[CH2:16][CH2:15][N:14](C(OC(C)(C)C)=O)[CH2:13][CH2:12]1)=[O:10])[C:2]1[CH:7]=[CH:6][CH:5]=[CH:4][CH:3]=1.O1CCOCC1.Cl>CO>[CH2:24]([N:8]([CH2:1][C:2]1[CH:7]=[CH:6][CH:5]=[CH:4][CH:3]=1)[C:9]([CH:11]1[CH2:12][CH2:13][NH:14][CH2:15][CH2:16]1)=[O:10])[C:25]1[CH:26]=[CH:27][CH:28]=[CH:29][CH:30]=1 |f:1.2|. Procedure: To a stirred solution of tert-butyl 4-[(dibenzylamino)carbonyl]piperidine-1-carboxylate (EXAMPLE 4, Step 1, 4.0 g, 10.0 mmol) in methanol (550 mL) was added 4N HCl dioxane solution (80 mL, 320 mmol) at 0° C. The mixture was stirred for 6 h and evaporated. The resulting amorphous was dissolved in aqueous ammonia and the mixture was extracted with dichloromethane. The combined extract was dried over magnesium sulfate, and concentrated to afford 3.0 g (99%) of the title compound as a colorless amor... The reactants are CCOC(=O)c1ccc(N(C)c2nc(=O)c3cccnc3s2)cc1, CCO, [Na+], [OH-]. The product is CN(c1ccc(C(=O)O)cc1)c1nc(=O)c2cccnc2s1. RXN SMILES: [CH3:1][N:2]([c:3]1[s:4][c:5]2[c:6]([c:7](=[O:9])[n:8]1)[cH:10][cH:11][cH:12][n:13]2)[c:14]1[cH:15][cH:16][c:17]([C:18](=[O:19])[O:20][CH2:21][CH3:22])[cH:23][cH:24]1.[CH3:27][CH2:28][OH:29].[Na+:26].[OH-:25]>>[CH3:1][N:2]([c:3]1[s:4][c:5]2[c:6]([c:7](=[O:9])[n:8]1)[cH:10][cH:11][cH:12][n:13]2)[c:14]1[cH:15][cH:16][c:17]([C:18](=[O:19])[OH:20])[cH:23][cH:24]1. Starting materials: CC(C)(C)OC(=O)N1CCC(=CC1)C1=C(C=C(C=C1)N)F (3,6-Dihydro-4-[4-amino-2-fluorophenyl]-1(2H)-pyridinecarboxylic acid 1,1-dimethylethyl ester). The reagents and catalysts are [Pd] (palladium-on-carbon). Solvent: CO (methanol). Reaction conditions: time 2 hour. Product: CC(C)(C)OC(=O)N1CCC(CC1)C1=C(C=C(C=C1)N)F (4-[4-amino-2-fluorophenyl]-1-piperidinecarboxylic acid 1,1-dimethylethyl ester). Reaction SMILES: [CH3:1][C:2]([O:5][C:6]([N:8]1[CH2:13][CH:12]=[C:11]([C:14]2[CH:19]=[CH:18][C:17]([NH2:20])=[CH:16][C:15]=2[F:21])[CH2:10][CH2:9]1)=[O:7])([CH3:4])[CH3:3]>CO.[Pd]>[CH3:4][C:2]([O:5][C:6]([N:8]1[CH2:9][CH2:10][CH:11]([C:14]2[CH:19]=[CH:18][C:17]([NH2:20])=[CH:16][C:15]=2[F:21])[CH2:12][CH2:13]1)=[O:7])([CH3:1])[CH3:3]. Reported procedure: A mixture of 3,6-dihydro-4-[4-amino-2-fluorophenyl]-1(2H)-pyridinecarboxylic acid 1,1-dimethylethyl ester (EXAMPLE 20, Step 3, 11.44 g) and 10% palladium-on-carbon (4 g) in methanol (400 mL) in four Parr bottles is shaken on the Parr apparatus under a hydrogen atmosphere at 40 psi for two hours, the catalyst is removed by filtration through Celite, and the filtrate is concentrated under reduced pressure to give the 4-[4-amino-2-fluorophenyl]-1-piperidinecarboxylic acid 1,1-dimethylethyl ester in... Reactants: (1R*,5S*,6S*)-(6-(aminomethyl)-6-hydroxy-1-ammoniobicyclo[3.2.1]octan-1-yl)trihydroborate, Cl (hydrochloric acid), C(Cl)(Cl)Cl.O (chloroform water), CN(C)C=O (DMF), COC1=CC2=C(N=C(S2)NC(=S)N2C=NC=C2)C=C1 (N-(6-methoxybenzo[d]thiazol-2-yl)-1H-imidazole-1-carbothioamide), C(C)(C)N=C=NC(C)C (N,N′-Diisopropylcarbodiimide), C(Cl)(Cl)Cl.O (chloroform water). Solvent: O (water). Run at temperature 70 celsius, time 3 hour. The product is COC1=CC2=C(N=C(S2)NC=2OC3(CN2)C2CCCN(C3)C2)C=C1 (N-(6-methoxybenzo[d]thiazol-2-yl)-4′H-1-azaspiro[bicyclo[3.2.1]octane-6,5′-oxazol]-2′-amine). As a reaction SMILES: [CH3:1][O:2][C:3]1[CH:19]=[CH:18][C:6]2[N:7]=[C:8]([NH:10][C:11]([N:13]3[CH:17]=[CH:16]N=C3)=S)[S:9][C:5]=2[CH:4]=1.[CH:20](N=C=NC(C)C)([CH3:22])[CH3:21].C(Cl)(Cl)Cl.[OH2:33].Cl.[CH3:35][N:36]([CH:38]=O)[CH3:37]>O>[CH3:1][O:2][C:3]1[CH:19]=[CH:18][C:6]2[N:7]=[C:8]([NH:10][C:11]3[O:33][C:16]4([CH2:37][N:36]5[CH2:38][CH:21]4[CH2:20][CH2:22][CH2:35]5)[CH2:17][N:13]=3)[S:9][C:5]=2[CH:4]=1 |f:2.3|. Procedure details: ((1R*,5S*,6S*)-(6-(aminomethyl)-6-hydroxy-1-ammoniobicyclo[3.2.1]octan-1-yl)trihydroborate (300 mg, 1.76 mmol) and N-(6-methoxybenzo[d]thiazol-2-yl)-1H-imidazole-1-carbothioamide (615 mg, 2.117 mmol) were combined in DMF (5 mL). The reaction was heated to 70° C. for 2 hours and then treated with N,N′-Diisopropylcarbodiimide (1.37 mL, 8.82 mmol). The reaction was then heated an additional 2 hours and cooled to room temperature. The reaction was poured into a chloroform/water mixture and the organ...